describe an organic reaction: reactants, conditions, products, and yield From a dataset of the Open Reaction Database (ORD), a public repository of structured organic reaction records. Reactants: O=C(c1ncc[nH]1)c1ncc[nH]1, NC1CCN(Cc2ccccc2)CC1, C1CCOC1. Product: O=C(NC1CCN(Cc2ccccc2)CC1)c1ncc[nH]1. As a reaction SMILES: [C:15](=[O:16])([c:17]1[nH:18][cH:19][cH:20][n:21]1)[c:22]1[nH:23][cH:24][cH:25][n:26]1.[NH2:1][CH:2]1[CH2:3][CH2:4][N:5]([CH2:8][c:9]2[cH:10][cH:11][cH:12][cH:13][cH:14]2)[CH2:6][CH2:7]1.[O:27]1[CH2:28][CH2:29][CH2:30][CH2:31]1>>[NH:1]([CH:2]1[CH2:3][CH2:4][N:5]([CH2:8][c:9]2[cH:10][cH:11][cH:12][cH:13][cH:14]2)[CH2:6][CH2:7]1)[C:15](=[O:16])[c:17]1[nH:18][cH:19][cH:20][n:21]1. Reaction conditions: temperature 120 celsius, time 18 hour. Procedure details: Potassium bis(trimethylsilyl)amide (149.7 mg, 0.75 mmol) was added to a solution of the title compound of example 3 (80 mg, 0.15 mmol) in 2-methyl-n-propanol (5 ml) and the reaction stirred at 120° C. for 18 hours. The cooled mixture was concentrated under reduced pressure and the residue suspended in water (10 ml), and extracted with ethyl acetate (3×10 ml). The combined organic extracts were dried (MgSO4) and evaporated under reduced pressure. The crude product was purified by column chromatog... Starting materials: C[Si](C)(C)[N-][Si](C)(C)C.[K+] (Potassium bis(trimethylsilyl)amide), C(C)OC1=NC=C(C=C1C=1NC(C=2C(N1)=C(N(N2)CCOC)CCC)=O)S(=O)(=O)N2CCN(CC2)CC (5-[2-Ethoxy-5-(4-ethylpiperazin-1-ylsulphonyl)pyridin-3-yl]-2-[2-methoxyethyl]-3-n-propyl-2,6-dihydro-7H-pyrazolo[4,3-d]pyrimidin-7-one), CC(CO)C (2-methyl-n-propanol). Product: C(C(C)C)OC1=NC=C(C=C1C=1NC(C=2C(N1)=C(N(N2)CCOC)CCC)=O)S(=O)(=O)N2CCN(CC2)CC (5-[2-iso-Butoxy-5-(4-ethylpiperazin-1-ylsulphonyl)pyridin-3-yl]-2-(2-methoxyethyl)-3-n-propyl-2,6-dihydro-7H-pyrazolo[4,3-d]pyrimidin-7-one). As a reaction SMILES: C[Si]([N-][Si](C)(C)C)(C)C.[K+].C(O[C:14]1[C:19]([C:20]2[NH:21][C:22](=[O:36])[C:23]3[C:24](=[C:26]([CH2:33][CH2:34][CH3:35])[N:27]([CH2:29][CH2:30][O:31][CH3:32])[N:28]=3)[N:25]=2)=[CH:18][C:17]([S:37]([N:40]2[CH2:45][CH2:44][N:43]([CH2:46][CH3:47])[CH2:42][CH2:41]2)(=[O:39])=[O:38])=[CH:16][N:15]=1)C.[CH3:48][CH:49]([CH3:52])[CH2:50][OH:51]>>[CH2:50]([O:51][C:14]1[C:19]([C:20]2[NH:21][C:22](=[O:36])[C:23]3[C:24](=[C:26]([CH2:33][CH2:34][CH3:35])[N:27]([CH2:29][CH2:30][O:31][CH3:32])[N:28]=3)[N:25]=2)=[CH:18][C:17]([S:37]([N:40]2[CH2:41][CH2:42][N:43]([CH2:46][CH3:47])[CH2:44][CH2:45]2)(=[O:38])=[O:39])=[CH:16][N:15]=1)[CH:49]([CH3:52])[CH3:48] |f:0.1|.